From a dataset of the Open Reaction Database (ORD), a public repository of structured organic reaction records. describe an organic reaction: reactants, conditions, products, and yield The reactants are Cc1ccc(S(=O)(=O)Oc2n[nH]c(C(C)O)c2C2CCCC2)cc1, ClCCl, O=[Cr](=O)([O-])O[Cr](=O)(=O)[O-], c1cc[nH+]cc1, c1cc[nH+]cc1. Product: CC(=O)c1[nH]nc(OS(=O)(=O)c2ccc(C)cc2)c1C1CCCC1. RXN SMILES: [CH:1]1([c:6]2[c:7]([O:14][S:15](=[O:16])(=[O:17])[c:18]3[cH:19][cH:20][c:21]([CH3:24])[cH:22][cH:23]3)[n:8][nH:9][c:10]2[CH:11]([CH3:12])[OH:13])[CH2:2][CH2:3][CH2:4][CH2:5]1.[Cl:46][CH2:47][Cl:48].[Cr:25]([O:26][Cr:27]([O-:28])(=[O:29])=[O:30])([O-:31])(=[O:32])=[O:33].[nH+:34]1[cH:35][cH:36][cH:37][cH:38][cH:39]1.[nH+:40]1[cH:41][cH:42][cH:43][cH:44][cH:45]1>>[CH:1]1([c:6]2[c:7]([O:14][S:15](=[O:16])(=[O:17])[c:18]3[cH:19][cH:20][c:21]([CH3:24])[cH:22][cH:23]3)[n:8][nH:9][c:10]2[C:11]([CH3:12])=[O:13])[CH2:2][CH2:3][CH2:4][CH2:5]1.